Dataset: the Open Reaction Database (ORD), a public repository of structured organic reaction records. Task: describe an organic reaction: reactants, conditions, products, and yield As a reaction SMILES: [H-].[Na+].[F:3][C:4]1[CH:9]=[CH:8][C:7]([C:10]2[N:11]=[C:12](/[CH:20]=[CH:21]/[C:22]3[CH:27]=[CH:26][C:25]([N:28]4[CH:32]=[C:31]([CH3:33])[N:30]=[CH:29]4)=[C:24]([O:34][CH3:35])[CH:23]=3)[N:13]3[CH2:18][CH2:17][NH:16][C:15](=[O:19])[C:14]=23)=[CH:6][CH:5]=1.CI.O.[C:39](=O)(O)[O-].[Na+]>C(OCC)(=O)C>[F:3][C:4]1[CH:5]=[CH:6][C:7]([C:10]2[N:11]=[C:12](/[CH:20]=[CH:21]/[C:22]3[CH:27]=[CH:26][C:25]([N:28]4[CH:32]=[C:31]([CH3:33])[N:30]=[CH:29]4)=[C:24]([O:34][CH3:35])[CH:23]=3)[N:13]3[CH2:18][CH2:17][N:16]([CH3:39])[C:15](=[O:19])[C:14]=23)=[CH:8][CH:9]=1 |f:0.1,4.5.6|. Run in C(C)(=O)OCC (Ethyl acetate). The reactants are O.C([O-])(O)=O.[Na+] (sodium bicarbonate water), [H-].[Na+] (Sodium hydride), FC1=CC=C(C=C1)C=1N=C(N2C1C(NCC2)=O)\C=C\C2=CC(=C(C=C2)N2C=NC(=C2)C)OC (1-(4-fluorophenyl)-3-{(E)-2-[3-methoxy-4-(4-methyl-1H-imidazol-1-yl)phenyl]vinyl}-6,7-dihydro-5H-imidazo[1,5-a]pyrazin-8-one), CI (Methyl iodide). Product: FC1=CC=C(C=C1)C=1N=C(N2C1C(N(CC2)C)=O)\C=C\C2=CC(=C(C=C2)N2C=NC(=C2)C)OC (1-(4-fluorophenyl)-3-{(E)-2-[3-methoxy-4-(4-methyl-1H-imidazol-1-yl)phenyl]vinyl}-7-methyl-6,7-dihydro-5H-imidazo[1,5-a]pyrazin-8-one). Reported procedure: Sodium hydride (containing mineral oil at 60%, 8 mg) was added to a solution of 1-(4-fluorophenyl)-3-{(E)-2-[3-methoxy-4-(4-methyl-1H-imidazol-1-yl)phenyl]vinyl}-6,7-dihydro-5H-imidazo[1,5-a]pyrazin-8-one (42 mg) in THE (3 mL), and the reaction solution was stirred at room temperature for 20 minutes. Methyl iodide (20 mg) was added to the reaction solution, and the reaction solution was stirred at room temperature for two hours. Ethyl acetate and saturated sodium bicarbonate water were added to ... Run at time 20 minute. The reactants are CC(C)CC(C(=O)NC(CCCN=C(N)N)C(=O)N1CCCC1C(=O)NCC(=O)N)NC(=O)CNC(=O)C(CC2=CC=C(C=C2)O)NC(=O)C(CO)NC(=O)C(CC3=CNC4=CC=CC=C43)NC(=O)C(CC5=CN=CN5)NC(=O)C6CCC(=O)N6 (LHRH), VIII, C(=O)(C(F)(F)F)O (TFA), [OH-].[Na+] (sodium hydroxide), C(C)(=O)[O-].[Na+] (sodium acetate), CC1=NC=C(C(=C1O)C=O)CO.Cl (pyridoxal hydrochloride), peptide Ac-D-Nal(2)-D-Phe(4 Cl)-D-Trp-Ser-Arg-D-Lys. Reagents/catalysts: C(C)(=O)[O-].[Cu+2].C(C)(=O)[O-] (copper(II) acetate). Solvent: CN(C)C=O (DMF). Product: (Cu++)(POL)2, CCNC(=O)[C@H]1CN([C@@H]2CC3=CN(C4=CC=CC(=C34)C2=C1)C(=O)C)C (Ala10), CC(C)CC(C(=O)NC(CCCN=C(N)N)C(=O)N1CCCC1C(=O)NCC(=O)N)NC(=O)CNC(=O)C(CC2=CC=C(C=C2)O)NC(=O)C(CO)NC(=O)C(CC3=CNC4=CC=CC=C43)NC(=O)C(CC5=CN=CN5)NC(=O)C6CCC(=O)N6 (LHRH). RXN SMILES: [CH3:1][CH:2]([CH2:4][CH:5]([NH:31][C:32]([CH2:34][NH:35][C:36]([CH:38]([NH:47][C:48]([CH:50]([NH:53][C:54]([CH:56]([NH:67][C:68]([CH:70]([NH:77][C:78]([CH:80]1[NH:85][C:83](=[O:84])[CH2:82][CH2:81]1)=[O:79])[CH2:71][C:72]1[NH:76][CH:75]=[N:74][CH:73]=1)=[O:69])[CH2:57][C:58]1[C:66]2[C:61](=[CH:62][CH:63]=[CH:64][CH:65]=2)[NH:60][CH:59]=1)=[O:55])[CH2:51][OH:52])=[O:49])[CH2:39][C:40]1[CH:45]=[CH:44][C:43]([OH:46])=[CH:42][CH:41]=1)=[O:37])=[O:33])[C:6]([NH:8][CH:9]([C:17]([N:19]1[CH:23]([C:24]([NH:26][CH2:27][C:28]([NH2:30])=[O:29])=[O:25])[CH2:22][CH2:21][CH2:20]1)=[O:18])[CH2:10][CH2:11][CH2:12][N:13]=[C:14]([NH2:16])[NH2:15])=[O:7])[CH3:3].[C:86](O)([C:88](F)(F)F)=[O:87].[OH-:93].[Na+].[C:95]([O-])(=O)C.[Na+].[CH3:100][C:101]1C(O)=C(C=O)C(CO)=[CH:103][N:102]=1.Cl>CN(C=O)C.C([O-])(=O)C.[Cu+2].C([O-])(=O)C>[CH3:100][CH2:101][NH:102][C:103]([C@@H:70]1[CH:71]=[C:54]2[C@@H:56]([CH2:57][C:58]3[C:66]4[C:61](=[CH:62][CH:63]=[CH:64][C:65]=42)[N:60]([C:86]([CH3:88])=[O:87])[CH:59]=3)[N:67]([CH3:95])[CH2:68]1)=[O:93].[CH3:3][CH:2]([CH2:4][CH:5]([NH:31][C:32]([CH2:34][NH:35][C:36]([CH:38]([NH:47][C:48]([CH:50]([NH:53][C:54]([CH:56]([NH:67][C:68]([CH:70]([NH:77][C:78]([CH:80]1[NH:85][C:83](=[O:84])[CH2:82][CH2:81]1)=[O:79])[CH2:71][C:72]1[NH:76][CH:75]=[N:74][CH:73]=1)=[O:69])[CH2:57][C:58]1[C:66]2[C:61](=[CH:62][CH:63]=[CH:64][CH:65]=2)[NH:60][CH:59]=1)=[O:55])[CH2:51][OH:52])=[O:49])[CH2:39][C:40]1[CH:41]=[CH:42][C:43]([OH:46])=[CH:44][CH:45]=1)=[O:37])=[O:33])[C:6]([NH:8][CH:9]([C:17]([N:19]1[CH:23]([C:24]([NH:26][CH2:27][C:28]([NH2:30])=[O:29])=[O:25])[CH2:22][CH2:21][CH2:20]1)=[O:18])[CH2:10][CH2:11][CH2:12][N:13]=[C:14]([NH2:16])[NH2:15])=[O:7])[CH3:1] |f:2.3,4.5,6.7,9.10.11|. Procedure details: The synthesis of peptide Ac-D-Nal(2)-D-Phe(4 Cl)-D-Trp-Ser-Arg-D-Lys[(Cu++)(POL)2 (DL-A2 pr)]-Leu-Arg-Pro-D-Ala-NH2 was performed by reacting [Ac-D-Nal(2)1, D-Phe(4Cl)2, D-Trp3, Arg5,D-Lys(DL-A2 pr)6, D-Ala10 ]LHRH (Preparation VIII, 40 mg of a TFA salt) in DMF (0.2 ml) at pH 8 (adjusted with sodium hydroxide and sodium acetate) with pyridoxal hydrochloride (Aldrich, 4 mg) then, after standing at room temperature for 1 hour, with copper(II) acetate (3 mg in 0.05 ml water). The crude product was ... Reactants: NCC1OCCO1 (2-aminomethyl-1,3-dioxolan), NCC1OCCO1 (2-aminomethyl-1,3-dioxolan), O (Water), ClC1=NC(=CC=C1[N+](=O)[O-])Cl (2,6-dichloro-3-nitropyridine), C([O-])([O-])=O.[K+].[K+] (potassium carbonate). The solvent is C(C)#N (acetonitrile), C(C)(=O)OCC (ethyl acetate), C(C)#N (acetonitrile). Run at time 2 hour. Product: ClC1=CC=C(C(=N1)NCC1OCCO1)[N+](=O)[O-] (6-chloro-N-(1,3-dioxolan-2-ylmethyl)-3-nitropyridin-2-amine). RXN SMILES: Cl[C:2]1[C:7]([N+:8]([O-:10])=[O:9])=[CH:6][CH:5]=[C:4]([Cl:11])[N:3]=1.C(=O)([O-])[O-].[K+].[K+].[NH2:18][CH2:19][CH:20]1[O:24][CH2:23][CH2:22][O:21]1.O>C(#N)C.C(OCC)(=O)C>[Cl:11][C:4]1[N:3]=[C:2]([NH:18][CH2:19][CH:20]2[O:24][CH2:23][CH2:22][O:21]2)[C:7]([N+:8]([O-:10])=[O:9])=[CH:6][CH:5]=1 |f:1.2.3|. Procedure: To a solution of 0.50 g of 2,6-dichloro-3-nitropyridine in 5 mL of acetonitrile, 0.43 g of potassium carbonate was added, thereto was added a solution of 0.24 mL of 2-aminomethyl-1,3-dioxolan in 3 mL of acetonitrile under cooling with ice, and the mixture was stirred for 2 hours under cooling with ice. Thereto was further added 80 μL of 2-aminomethyl-1,3-dioxolan, and the mixture was stirred for 2 hours under cooling with ice. Water and ethyl acetate were added thereto under cooling with ice, th... The reactants are C(C1=CC=CC=C1)OC1=C(N(C(=CC1=O)CC(F)(F)F)C)CO (3-benzyloxy-2-hydroxymethyl-1-methyl-6-(2,2,2-trifluoro-ethyl)-1H-pyridin-4-one), S(=O)(Cl)Cl (thionyl chloride). The solvent is C(C)#N (acetonitrile). Run at time 10 minute. Product: C(C1=CC=CC=C1)OC1=C(N(C(=CC1=O)CC(F)(F)F)C)CCl (3-benzyloxy-2-chloromethyl-1-methyl-6-(2,2,2-trifluoro-ethyl)-1H-pyridin-4-one). Reaction SMILES: [CH2:1]([O:8][C:9]1[C:14](=[O:15])[CH:13]=[C:12]([CH2:16][C:17]([F:20])([F:19])[F:18])[N:11]([CH3:21])[C:10]=1[CH2:22]O)[C:2]1[CH:7]=[CH:6][CH:5]=[CH:4][CH:3]=1.S(Cl)([Cl:26])=O>C(#N)C>[CH2:1]([O:8][C:9]1[C:14](=[O:15])[CH:13]=[C:12]([CH2:16][C:17]([F:20])([F:19])[F:18])[N:11]([CH3:21])[C:10]=1[CH2:22][Cl:26])[C:2]1[CH:7]=[CH:6][CH:5]=[CH:4][CH:3]=1. Procedure: To a suspension of 3-benzyloxy-2-hydroxymethyl-1-methyl-6-(2,2,2-trifluoro-ethyl)-1H-pyridin-4-one (0.34 g, 1.04 mmol) in acetonitrile (15 mL), was added thionyl chloride (0.38 mL, 5.19 mmol) at room temperature. A clear solution resulted and the reaction was completed within 10 min. The reaction mixture was evaporated to dryness to give the crude 3-benzyloxy-2-chloromethyl-1-methyl-6-(2,2,2-trifluoro-ethyl)-1H-pyridin-4-one as an oil, which was taken up in ethanol (15 mL) to give a clear soluti...